From a dataset of the Open Reaction Database (ORD), a public repository of structured organic reaction records. describe an organic reaction: reactants, conditions, products, and yield The reactants are NC=1C=C(C=CC1)N1CCN(CC1)C(=O)OC(C)(C)C (tert-butyl 4-(3-aminophenyl)piperazine-1-carboxylate), C=1C=CC(=CC1)P(C=2C=CC=CC2)C3=CC=C4C=CC=CC4=C3C5=C6C=CC=CC6=CC=C5P(C=7C=CC=CC7)C=8C=CC=CC8 (BINAP), C(=O)([O-])[O-].[Cs+].[Cs+] (Cs2CO3), ClC1=NC=C(C(=O)N)C(=C1)NC1(CC1)C1=CC=CC=C1 (6-chloro-4-(1-phenylcyclopropylamino)nicotinamide), C(=O)(C(F)(F)F)O (TFA). Reagents/catalysts: CC(=O)[O-].CC(=O)[O-].[Pd+2] (Pd(OAc)2). The solvent is O1CCOCC1 (p-Dioxane), C(Cl)Cl (DCM). Reaction conditions: temperature 80 celsius, time 15 hour. Yields the product C1(=CC=CC=C1)C1(CC1)NC1=CC(=NC=C1C(=O)N)NC1=CC(=CC=C1)N1CCNCC1 (4-(1-phenylcyclopropylamino)-6-(3-(piperazin-1-yl)phenylamino)nicotinamide). As a reaction SMILES: Cl[C:2]1[CH:10]=[C:9]([NH:11][C:12]2([C:15]3[CH:20]=[CH:19][CH:18]=[CH:17][CH:16]=3)[CH2:14][CH2:13]2)[C:5]([C:6]([NH2:8])=[O:7])=[CH:4][N:3]=1.[NH2:21][C:22]1[CH:23]=[C:24]([N:28]2[CH2:33][CH2:32][N:31](C(OC(C)(C)C)=O)[CH2:30][CH2:29]2)[CH:25]=[CH:26][CH:27]=1.C1C=CC(P(C2C(C3C(P(C4C=CC=CC=4)C4C=CC=CC=4)=CC=C4C=3C=CC=C4)=C3C(C=CC=C3)=CC=2)C2C=CC=CC=2)=CC=1.C([O-])([O-])=O.[Cs+].[Cs+].C(O)(C(F)(F)F)=O>O1CCOCC1.C(Cl)Cl.CC([O-])=O.CC([O-])=O.[Pd+2]>[C:15]1([C:12]2([NH:11][C:9]3[C:5]([C:6]([NH2:8])=[O:7])=[CH:4][N:3]=[C:2]([NH:21][C:22]4[CH:27]=[CH:26][CH:25]=[C:24]([N:28]5[CH2:33][CH2:32][NH:31][CH2:30][CH2:29]5)[CH:23]=4)[CH:10]=3)[CH2:14][CH2:13]2)[CH:20]=[CH:19][CH:18]=[CH:17][CH:16]=1 |f:3.4.5,9.10.11|. Procedure: To a mixture of 6-chloro-4-(1-phenylcyclopropylamino)nicotinamide (150 mg, 0.522 mmol) in p-Dioxane (4.5 mL) was added tert-butyl 4-(3-aminophenyl)piperazine-1-carboxylate (174 mg, 0.626 mmol), Pd(OAc)2 (23 mg, 0.104 mmol), BINAP (65 mg, 0.104 mmol) and Cs2CO3 (510 mg, 1.566 mmol). After stirred at 80° C. for 15 h, it was concentrated to give crude residue, which was then treated with TFA in DCM, 30 min later, the solution was concentrated, the residue was purified by preparative HPLC to give 4-... Starting materials: C, CCO, O=C[O-], [NH4+], O, [Pd], N#CC=Cc1ccncc1. Yields the product N#CCCc1ccncc1. As a reaction SMILES: [C:19].[CH3:15][CH2:16][OH:17].[CH:11]([O-:12])=[O:13].[NH4+:14].[OH2:18].[Pd:20].[n:1]1[cH:2][cH:3][c:4]([CH:7]=[CH:8][C:9]#[N:10])[cH:5][cH:6]1>>[n:1]1[cH:2][cH:3][c:4]([CH2:7][CH2:8][C:9]#[N:10])[cH:5][cH:6]1. The reactants are CCO, CO, CCOCC, Cl, COCc1cc(F)ccc1C#N, NN, O. The product is Cl, COCc1cc(NN)ccc1C#N. Reaction SMILES: [CH3:16][CH2:17][OH:18].[CH3:20][OH:21].[CH3:22][CH2:23][O:24][CH2:25][CH3:26].[ClH:19].[F:1][c:2]1[cH:3][c:4]([CH2:10][O:11][CH3:12])[c:5]([C:6]#[N:7])[cH:8][cH:9]1.[NH2:14][NH2:15].[OH2:13]>>[ClH:19].[c:2]1([NH:14][NH2:15])[cH:3][c:4]([CH2:10][O:11][CH3:12])[c:5]([C:6]#[N:7])[cH:8][cH:9]1.